Dataset: the Open Reaction Database (ORD), a public repository of structured organic reaction records. Task: describe an organic reaction: reactants, conditions, products, and yield Starting materials: [Ag+], CCCCCCCCCCCCCCCCCCCCCC(=O)O, CCCCOC(C)=O, O=[N+]([O-])[O-], [Na+], [OH-], O. The product is [Ag+], CCCCCCCCCCCCCCCCCCCCCC(=O)[O-]. Reaction SMILES: [Ag+:32].[CH3:1][CH2:2][CH2:3][CH2:4][CH2:5][CH2:6][CH2:7][CH2:8][CH2:9][CH2:10][CH2:11][CH2:12][CH2:13][CH2:14][CH2:15][CH2:16][CH2:17][CH2:18][CH2:19][CH2:20][CH2:21][C:22]([OH:23])=[O:24].[CH3:33][CH2:34][CH2:35][CH2:36][O:37][C:38](=[O:39])[CH3:40].[N+:28]([O-:29])([O-:30])=[O:31].[Na+:27].[OH-:26].[OH2:25]>>[Ag+:32].[CH3:1][CH2:2][CH2:3][CH2:4][CH2:5][CH2:6][CH2:7][CH2:8][CH2:9][CH2:10][CH2:11][CH2:12][CH2:13][CH2:14][CH2:15][CH2:16][CH2:17][CH2:18][CH2:19][CH2:20][CH2:21][C:22](=[O:23])[O-:24]. Yields the product FC(C(=O)O)(F)F.C(C)(=O)SC1/C(/CNCC1)=C/C=1N(C=CN1)C(=O)OC(C)(C)C ((E)-4-(Acetylsulfanyl)-3-{[1-(t-butoxycarbonyl)-1H-imidazol-2-yl]methylidene}piperidine hydrogen trifluoroacetate). As a reaction SMILES: [C:1]([S:4][CH:5]1[CH2:10][CH2:9][N:8](C(C2C=CC=CC=2)(C2C=CC=CC=2)C2C=CC=CC=2)[CH2:7]/[C:6]/1=[CH:30]\[C:31]1[N:32]([C:36]([O:38][C:39]([CH3:42])([CH3:41])[CH3:40])=[O:37])[CH:33]=[CH:34][N:35]=1)(=[O:3])[CH3:2].[F:43][C:44]([F:49])([F:48])[C:45]([OH:47])=[O:46]>ClCCl>[F:43][C:44]([F:49])([F:48])[C:45]([OH:47])=[O:46].[C:1]([S:4][CH:5]1[CH2:10][CH2:9][NH:8][CH2:7]/[C:6]/1=[CH:30]\[C:31]1[N:32]([C:36]([O:38][C:39]([CH3:42])([CH3:41])[CH3:40])=[O:37])[CH:33]=[CH:34][N:35]=1)(=[O:3])[CH3:2] |f:3.4|. Procedure: To a solution of (E)-4-(acetylsulfanyl)-3-{[1-(t-butoxycarbonyl)-1H-imidazol-2-yl]methylidene}-1-(triphenylmethyl)piperidine (0.72 g) in dichloromethane (20 ml) was added trifluoroacetic acid (0.29 ml) under ice-cooling, and the resulting mixture was stirred at the same temperature for 15 minutes. The reaction mixture was evaporated in vacuo, and the residue was purified by chromatography on a silica gel column using a mixed solvent of methanol and dichloromethane (1:20 to 1:10) as the eluent to... Starting materials: C(C)(=O)SC1/C(/CN(CC1)C(C1=CC=CC=C1)(C1=CC=CC=C1)C1=CC=CC=C1)=C/C=1N(C=CN1)C(=O)OC(C)(C)C ((E)-4-(acetylsulfanyl)-3-{[1-(t-butoxycarbonyl)-1H-imidazol-2-yl]methylidene}-1-(triphenylmethyl)piperidine), FC(C(=O)O)(F)F (trifluoroacetic acid). Solvent: ClCCl (dichloromethane). Conditions: time 15 minute. Starting materials: O=C([O-])[O-], ClCCl, C=CCOS(C)(=O)=O, [K+], [K+], CC1C(c2ccc3c(c2)OCO3)CC2CC13C=C(O)C(=O)C=C3O2, CN(C)C=O. Yields the product C=CCC1=C(O)C(=O)C=C2OC3CC(c4ccc5c(c4)OCO5)C(C)C21C3. Reaction SMILES: [C:1](=[O:2])([O-:3])[O-:4].[CH2:44]([Cl:45])[Cl:46].[CH2:7]([CH:8]=[CH2:9])[O:10][S:11]([CH3:12])(=[O:13])=[O:14].[K+:5].[K+:6].[O:15]1[CH2:16][O:17][c:18]2[c:19]1[cH:20][cH:21][c:22]([CH:24]1[CH2:25][CH:26]3[O:27][C:28]4=[CH:35][C:34](=[O:36])[C:33]([OH:37])=[CH:32][C:29]4([CH:30]1[CH3:31])[CH2:38]3)[cH:23]2.[O:39]=[CH:40][N:41]([CH3:42])[CH3:43]>>[CH2:7]=[CH:8][CH2:9][C:32]1=[C:33]([OH:37])[C:34](=[O:36])[CH:35]=[C:28]2[O:27][CH:26]3[CH2:25][CH:24]([c:22]4[cH:21][cH:20][c:19]5[c:18]([cH:23]4)[O:17][CH2:16][O:15]5)[CH:30]([CH3:31])[C:29]21[CH2:38]3. Yields the product OCC1=NC=2C(=NC(=CC2)OC)N1C (2-Hydroxymethyl-5-methoxy-3-methyl-3H-imidazo[4,5-b]pyridine). Starting materials: NC=1C(=NC(=CC1)OC)NC (3-amino-6-methoxy-2-methylaminopyridine), C(CO)(=O)O (glycolic acid), C1(=CC=CC=C1)C (toluene), O (water). RXN SMILES: [NH2:1][C:2]1[C:3]([NH:10][CH3:11])=[N:4][C:5]([O:8][CH3:9])=[CH:6][CH:7]=1.C(O)(=O)[CH2:13][OH:14].O.[C:18]1(C)C=CC=CC=1>>[OH:14][CH2:13][C:11]1[N:10]([CH3:18])[C:3]2=[N:4][C:5]([O:8][CH3:9])=[CH:6][CH:7]=[C:2]2[N:1]=1. Procedure details: A solution of 2.20 g of 3-amino-6-methoxy-2-methylaminopyridine (prepared as described in Preparation 68) and 3.30 g of glycolic acid in 40 ml of toluene was heated under reflux for 4 hours. At the end of this time, the reaction mixture was poured into water, after which it was extracted with ethyl acetate. The extract was washed with an aqueous solution of sodium chloride and dried over anhydrous sodium sulfate, after which the solvent was removed by distillation under reduced pressure. The res... Starting materials: BrCc1cccc(Br)c1, CN(C)C=O, O=C(c1ccc(C(F)(F)F)nc1)c1c[nH]c2ccccc2c1=O, [H-], [Na+]. Yields the product O=C(c1ccc(C(F)(F)F)nc1)c1cn(Cc2cccc(Br)c2)c2ccccc2c1=O. RXN SMILES: [Br:26][c:27]1[cH:28][c:29]([CH2:30][Br:31])[cH:32][cH:33][cH:34]1.[CH3:35][N:36]([CH3:37])[CH:38]=[O:39].[F:1][C:2]([c:3]1[cH:4][cH:5][c:6]([C:9](=[O:10])[c:11]2[cH:12][nH:13][c:14]3[cH:15][cH:16][cH:17][cH:18][c:19]3[c:20]2=[O:21])[cH:7][n:8]1)([F:22])[F:23].[H-:24].[Na+:25]>>[F:1][C:2]([c:3]1[cH:4][cH:5][c:6]([C:9](=[O:10])[c:11]2[cH:12][n:13]([CH2:30][c:29]3[cH:28][c:27]([Br:26])[cH:34][cH:33][cH:32]3)[c:14]3[cH:15][cH:16][cH:17][cH:18][c:19]3[c:20]2=[O:21])[cH:7][n:8]1)([F:22])[F:23]. Procedure: 8-Chloro-11-[[2-[(diethylamino)methyl]-1-piperidinyl]acetyl]-5,11-dihydro-6H-pyrido[2,3-b][1,4]benzodiazepin-6-one of m.p. 186° to 188° C. (acetonitrile using active charcoal); As a reaction SMILES: Cl[C:2]1[CH:3]=[CH:4][C:5]2[N:11]([C:12](=[O:26])[CH2:13][N:14]3[CH2:19][CH2:18][CH2:17][CH2:16][CH:15]3[CH2:20][N:21]([CH2:24][CH3:25])[CH2:22][CH3:23])[C:10]3[N:27]=[CH:28][CH:29]=[CH:30][C:9]=3[NH:8][C:7](=[O:31])[C:6]=2[CH:32]=1.[C:33](#N)C>>[CH2:24]([N:21]([CH2:20][CH:15]1[CH2:16][CH2:17][CH2:18][CH2:19][N:14]1[CH2:13][C:12]([N:11]1[C:5]2[CH:4]=[CH:3][CH:2]=[CH:32][C:6]=2[C:7](=[O:31])[NH:8][C:9]2[CH:30]=[CH:29][C:28]([CH3:33])=[N:27][C:10]1=2)=[O:26])[CH2:22][CH3:23])[CH3:25]. Reactants: ClC=1C=CC2=C(C(NC3=C(N2C(CN2C(CCCC2)CN(CC)CC)=O)N=CC=C3)=O)C1 (8-Chloro-11-[[2-[(diethylamino)methyl]-1-piperidinyl]acetyl]-5,11-dihydro-6H-pyrido[2,3-b][1,4]benzodiazepin-6-one), C(C)#N (acetonitrile). Yields the product C(C)N(CC)CC1N(CCCC1)CC(=O)N1C2=C(NC(C3=C1C=CC=C3)=O)C=CC(=N2)C (11-[[2-[(Diethylamino)methyl]-1-piperidinyl]acetyl]5,11-dihydro-2-methyl-6H-pyrido[2,3-b][1,4]benzodiazepin-6-one).